Dataset: the Open Reaction Database (ORD), a public repository of structured organic reaction records. Task: describe an organic reaction: reactants, conditions, products, and yield Starting materials: C(O)([O-])=O.[Na+] (sodium hydrogen carbonate), NC1=C(C(=O)OC(C)(C)C)C=CC(=C1)C1=CC=CC=C1 (tert-butyl 2-amino-4-phenylbenzoate), C(C(=O)Cl)(=O)Cl (oxalyl chloride), COC=1C=C(C=CC(=O)O)C=CC1OC (3,4-dimethoxycinnamic acid). Run in C(C)N(CC)CC (triethylamine), C(Cl)Cl (methylene chloride), CN(C=O)C (N,N-dimethylformamide), C(Cl)Cl (methylene chloride). Run at time 1 hour. Product: COC=1C=C(C=CC1OC)/C=C/C(=O)NC1=C(C(=O)OC(C)(C)C)C=CC(=C1)C1=CC=CC=C1 ((E)-tert-butyl 2-(3-(3,4-dimethoxyphenyl)acrylamido)-4-phenylbenzoate). Reaction SMILES: C(Cl)(=O)C(Cl)=O.[CH3:7][O:8][C:9]1[CH:10]=[C:11]([CH:17]=[CH:18][C:19]=1[O:20][CH3:21])[CH:12]=[CH:13][C:14]([OH:16])=O.[NH2:22][C:23]1[CH:35]=[C:34]([C:36]2[CH:41]=[CH:40][CH:39]=[CH:38][CH:37]=2)[CH:33]=[CH:32][C:24]=1[C:25]([O:27][C:28]([CH3:31])([CH3:30])[CH3:29])=[O:26].C(=O)([O-])O.[Na+]>C(N(CC)CC)C.C(Cl)Cl.CN(C)C=O>[CH3:7][O:8][C:9]1[CH:10]=[C:11](/[CH:12]=[CH:13]/[C:14]([NH:22][C:23]2[CH:35]=[C:34]([C:36]3[CH:37]=[CH:38][CH:39]=[CH:40][CH:41]=3)[CH:33]=[CH:32][C:24]=2[C:25]([O:27][C:28]([CH3:31])([CH3:30])[CH3:29])=[O:26])=[O:16])[CH:17]=[CH:18][C:19]=1[O:20][CH3:21] |f:3.4|. Procedure details: 1.3 mL of methylene chloride, 1.3 μL of N,N-dimethylformamide and 0.031 mL of oxalyl chloride were added to 69 mg of 3,4-dimethoxycinnamic acid at room temperature sequentially and stirred at the same temperature for 1 hour. Tine reaction mixture was added to a mixed solution of 54 mg of tert-butyl 2-amino-4-phenylbenzoate, 3.7 mL of methylene chloride and 0.22 mL of triethylamine and stirred at room temperature for 2 hours. A saturated sodium hydrogen carbonate aqueous solution was added to the... Reactants: CCOC(=O)c1c(C)[nH]c(C=O)c1CCCN1CCN(C)CC1, C1CCNCC1, CCO, Cl, O=C1Cc2c(cccc2-c2cncc(C(=O)O)c2)N1. The product is CCOC(=O)c1c(C)[nH]c(C=C2C(=O)Nc3cccc(-c4cncc(C(=O)O)c4)c32)c1CCCN1CCN(C)CC1. Reaction SMILES: [CH2:20]([CH3:21])[O:22][C:23](=[O:24])[c:25]1[c:26]([CH3:42])[nH:27][c:28]([CH:40]=[O:41])[c:29]1[CH2:30][CH2:31][CH2:32][N:33]1[CH2:34][CH2:35][N:36]([CH3:39])[CH2:37][CH2:38]1.[CH2:43]1[CH2:44][CH2:45][NH:46][CH2:47][CH2:48]1.[CH3:50][CH2:51][OH:52].[ClH:49].[O:1]=[C:2]1[NH:3][c:4]2[cH:5][cH:6][cH:7][c:8](-[c:11]3[cH:12][n:13][cH:14][c:15]([C:16](=[O:17])[OH:18])[cH:19]3)[c:9]2[CH2:10]1>>[O:1]=[C:2]1[NH:3][c:4]2[cH:5][cH:6][cH:7][c:8](-[c:11]3[cH:12][n:13][cH:14][c:15]([C:16](=[O:17])[OH:18])[cH:19]3)[c:9]2[C:10]1=[CH:40][c:28]1[nH:27][c:26]([CH3:42])[c:25]([C:23]([O:22][CH2:20][CH3:21])=[O:24])[c:29]1[CH2:30][CH2:31][CH2:32][N:33]1[CH2:34][CH2:35][N:36]([CH3:39])[CH2:37][CH2:38]1. The reactants are CCN=C=NCCCN(C)C, CN(C)C=O, CCN(C(C)C)C(C)C, [Cl-], Cl, [NH4+], O, On1nnc2cccnc21, O=C(O)c1ccccc1-n1cnnn1. Product: NC(=O)c1ccccc1-n1cnnn1. As a reaction SMILES: [CH3:18][N:19]([CH3:20])[CH2:21][CH2:22][CH2:23][N:24]=[C:25]=[N:26][CH2:27][CH3:28].[CH3:48][N:49]([CH3:50])[CH:51]=[O:52].[CH:39]([N:40]([CH:41]([CH3:42])[CH3:43])[CH2:44][CH3:45])([CH3:46])[CH3:47].[Cl-:15].[ClH:17].[NH4+:16].[OH2:53].[OH:29][n:30]1[c:31]2[n:32][cH:33][cH:34][cH:35][c:36]2[n:37][n:38]1.[n:1]1(-[c:6]2[c:7]([C:8](=[O:9])[OH:10])[cH:11][cH:12][cH:13][cH:14]2)[n:2][n:3][n:4][cH:5]1>>[n:1]1(-[c:6]2[c:7]([C:8](=[O:9])[NH2:19])[cH:11][cH:12][cH:13][cH:14]2)[n:2][n:3][n:4][cH:5]1. The reactants are OC1CCCN(Cc2ccccc2)C1, O=[N+]([O-])c1ccc(F)cc1, [H-], [Na+], CN(C)C=O. The product is O=[N+]([O-])c1ccc(OC2CCCN(Cc3ccccc3)C2)cc1. RXN SMILES: [CH2:3]([c:4]1[cH:5][cH:6][cH:7][cH:8][cH:9]1)[N:10]1[CH2:11][CH:12]([OH:16])[CH2:13][CH2:14][CH2:15]1.[F:17][c:18]1[cH:19][cH:20][c:21]([N+:24](=[O:25])[O-:26])[cH:22][cH:23]1.[H-:2].[Na+:1].[O:27]=[CH:28][N:29]([CH3:30])[CH3:31]>>[CH2:3]([c:4]1[cH:5][cH:6][cH:7][cH:8][cH:9]1)[N:10]1[CH2:11][CH:12]([O:16][c:18]2[cH:19][cH:20][c:21]([N+:24](=[O:25])[O-:26])[cH:22][cH:23]2)[CH2:13][CH2:14][CH2:15]1. The solvent is CO (methanol). Reactants: C1(=CC=CC=C1)C=C1CSCC(C1=O)=CC1=CC=CC=C1 (tetrahydro-3,5-bis-(phenylmethylene)-4H-thiopyran-4-one), C(CC)NN (n-propyl hydrazine). Yields the product C1(=CC=CC=C1)C1C2C(=NN1CCC)C(CSC2)=CC2=CC=CC=C2 (2,3,3a,4,6,7-Hexahydro-3-phenyl-7-(phenylmethylene)-2-propylthiopyrano[4,3-c]pyrazole). The yield is 57.5%. Reaction SMILES: [C:1]1([CH:7]=[C:8]2[C:13](=O)[C:12](=[CH:15][C:16]3[CH:21]=[CH:20][CH:19]=[CH:18][CH:17]=3)[CH2:11][S:10][CH2:9]2)[CH:6]=[CH:5][CH:4]=[CH:3][CH:2]=1.[CH2:22]([NH:25][NH2:26])[CH2:23][CH3:24]>CO>[C:1]1([CH:7]2[N:25]([CH2:22][CH2:23][CH3:24])[N:26]=[C:13]3[C:12](=[CH:15][C:16]4[CH:21]=[CH:20][CH:19]=[CH:18][CH:17]=4)[CH2:11][S:10][CH2:9][CH:8]23)[CH:6]=[CH:5][CH:4]=[CH:3][CH:2]=1. Procedure details: A mixture of 5.84g of tetrahydro-3,5-bis-(phenylmethylene)-4H-thiopyran-4-one and 1.48g of n-propyl hydrazine in 100ml of methanol is heated at reflux temperature for 3 hours. Upon cooling, solids are collected and washed with methanol. Recrystallization from methanol gives 4.0g of material, melting point 111°-120°C. Two recrystallizations from acetonitrile yield 2.0g of the title compound, melting point 119.5°-122°C. Reactants: OO (H2O2), C1(=CC=CC=C1)C1=CCCCC1 (1-phenylcyclohexene), OO (H2O2), N1=CC=CC=C1 (pyridine). Solvent: C(Cl)Cl (CH2Cl2). Run at time 6 hour. Yields the product C1(=CC=CC=C1)C12C(CCCC1)O2 (1-phenyl-1,2-epoxycyclohexane). Yield: 90.7%. As a reaction SMILES: [C:1]1([C:7]2[CH2:12][CH2:11][CH2:10][CH2:9][CH:8]=2)[CH:6]=[CH:5][CH:4]=[CH:3][CH:2]=1.N1C=CC=CC=1.[OH:19]O>C(Cl)Cl>[C:1]1([C:7]23[O:19][CH:8]2[CH2:9][CH2:10][CH2:11][CH2:12]3)[CH:6]=[CH:5][CH:4]=[CH:3][CH:2]=1. Procedure: In a 50 mL flask equipped with a magnetic stirrer, 7.9 g (50 mmol) of 1-phenylcyclohexene and 63 mg (0.25 mmol, 0.5 mol %) of MTO are dissolved in 1.5 Molar CH2Cl2 and to this solution is added 0.48 mL (6 mmol, 12 mol %) of pyridine followed by 7.6 mL (75 mmol; 1.5 equivalents) of 30% aqueous H2O2 added dropwise from a syringe (circa 5-10 minutes). During the H2O2 -addition the temperature is kept at 20-25° C. by applying an external cooling bath. The reaction is complete after 6 h and the aqueo... Product: Cl, Fc1ccccc1CCNC1=NC(c2ccccc2)C(c2ccccc2)N1. Reaction SMILES: [C:2]([O:3][C:4](=[O:5])[N:9]1[C:10]([NH:26][CH2:27][CH2:28][c:29]2[c:30]([F:35])[cH:31][cH:32][cH:33][cH:34]2)=[N:11][CH:12]([c:20]2[cH:21][cH:22][cH:23][cH:24][cH:25]2)[CH:13]1[c:14]1[cH:15][cH:16][cH:17][cH:18][cH:19]1)([CH3:6])([CH3:7])[CH3:8].[CH3:36][CH2:37][O:38][C:39]([CH3:40])=[O:41].[ClH:1]>>[ClH:1].[N:9]1=[C:10]([NH:26][CH2:27][CH2:28][c:29]2[c:30]([F:35])[cH:31][cH:32][cH:33][cH:34]2)[NH:11][CH:12]([c:20]2[cH:21][cH:22][cH:23][cH:24][cH:25]2)[CH:13]1[c:14]1[cH:15][cH:16][cH:17][cH:18][cH:19]1. Reactants: CC(C)(C)OC(=O)N1C(NCCc2ccccc2F)=NC(c2ccccc2)C1c1ccccc1, CCOC(C)=O, Cl.